From a dataset of the Open Reaction Database (ORD), a public repository of structured organic reaction records. describe an organic reaction: reactants, conditions, products, and yield Reactants: BrCCBr, CCOC(C)=O, COc1ccc(CN2CCc3cc(CC#N)ccc3C2=O)cc1, [Na], CN(C)C=O, O. Product: COc1ccc(CN2CCc3cc(C4(C#N)CC4)ccc3C2=O)cc1. RXN SMILES: [Br:26][CH2:27][CH2:28][Br:29].[CH2:30]([O:31][C:32](=[O:33])[CH3:34])[CH3:35].[CH3:3][O:4][c:5]1[cH:6][cH:7][c:8]([CH2:9][N:10]2[C:11](=[O:23])[c:12]3[cH:13][cH:14][c:15]([CH2:20][C:21]#[N:22])[cH:16][c:17]3[CH2:18][CH2:19]2)[cH:24][cH:25]1.[Na:2].[O:36]=[CH:37][N:38]([CH3:39])[CH3:40].[OH2:1]>>[CH3:3][O:4][c:5]1[cH:6][cH:7][c:8]([CH2:9][N:10]2[C:11](=[O:23])[c:12]3[cH:13][cH:14][c:15]([C:20]4([C:21]#[N:22])[CH2:27][CH2:28]4)[cH:16][c:17]3[CH2:18][CH2:19]2)[cH:24][cH:25]1.